The task is: describe an organic reaction: reactants, conditions, products, and yield. This data is from the Open Reaction Database (ORD), a public repository of structured organic reaction records. Reactants: CCCS, CC(=O)O, CCc1[nH]n(C2CCCC2)c2nc(Cc3cccc(OC)c3)nc(=O)c1-2, [H-], [Na+], CN(C)C=O, O. Yields the product CCc1[nH]n(C2CCCC2)c2nc(Cc3cccc(O)c3)nc(=O)c1-2. As a reaction SMILES: [CH2:29]([SH:30])[CH2:31][CH3:32].[CH3:39][C:40](=[O:41])[OH:42].[CH:1]1([n:6]2[nH:7][c:8]([CH2:25][CH3:26])[c:9]3[c:14](=[O:15])[n:13][c:12]([CH2:16][c:17]4[cH:18][c:19]([O:23][CH3:24])[cH:20][cH:21][cH:22]4)[n:11][c:10]2-3)[CH2:2][CH2:3][CH2:4][CH2:5]1.[H-:28].[Na+:27].[O:34]=[CH:35][N:36]([CH3:37])[CH3:38].[OH2:33]>>[CH:1]1([n:6]2[nH:7][c:8]([CH2:25][CH3:26])[c:9]3[c:14](=[O:15])[n:13][c:12]([CH2:16][c:17]4[cH:18][c:19]([OH:23])[cH:20][cH:21][cH:22]4)[n:11][c:10]2-3)[CH2:2][CH2:3][CH2:4][CH2:5]1. The solvent is CN(C=O)C (dimethylformamide). As a reaction SMILES: FC(F)(F)S(O[C:7]1[CH2:16][CH2:15][C:10]2([O:14][CH2:13][CH2:12][O:11]2)[CH2:9][C:8]=1[C:17]([O:19][CH2:20][CH3:21])=[O:18])(=O)=O.[C:24]([O-:27])(=[S:26])[CH3:25].[K+]>CN(C)C=O>[C:24]([S:26][C:7]1[CH2:16][CH2:15][C:10]2([O:11][CH2:12][CH2:13][O:14]2)[CH2:9][C:8]=1[C:17]([O:19][CH2:20][CH3:21])=[O:18])(=[O:27])[CH3:25] |f:1.2|. Isolated yield 45.1%. Reactants: FC(S(=O)(=O)OC1=C(CC2(OCCO2)CC1)C(=O)OCC)(F)F (ethyl 8-trifluoromethanesulfonyloxy-1,4-dioxaspiro[4.5]dec-7-ene-7-carboxylate), C(C)(=S)[O-].[K+] (potassium thioacetate), ice water. Product: C(C)(=O)SC1=C(CC2(OCCO2)CC1)C(=O)OCC (Ethyl 8-acetylsulfanyl-1,4-dioxaspiro[4.5]dec-7-ene-7-carboxylate). Procedure details: 19.97 g (55.4 mmol) of ethyl 8-trifluoromethanesulfonyloxy-1,4-dioxaspiro[4.5]dec-7-ene-7-carboxylate [compound described as compound 6 in Tetrahedron Letter, Vol. 39, pp. 6139-6142 (1998)] was dissolved in 200 ml of dimethylformamide, and 9.50 g (83.1 mmol) of potassium thioacetate was added thereto with stirring under ice-cooling, followed by stirring at room temperature for 91 hours. To the reaction solution was added ice water and the mixture was extracted with ethyl acetate. The organic lay... Starting materials: CCOC(=O)Cl, ClCCl, COc1nc2ccc(C)cc2nc1N, c1ccncc1. Product: CCOC(=O)Nc1nc2cc(C)ccc2nc1OC. Reaction SMILES: [Cl:15][C:16](=[O:17])[O:18][CH2:19][CH3:20].[Cl:27][CH2:28][Cl:29].[NH2:1][c:2]1[c:3]([O:13][CH3:14])[n:4][c:5]2[cH:6][cH:7][c:8]([CH3:12])[cH:9][c:10]2[n:11]1.[cH:21]1[cH:22][cH:23][n:24][cH:25][cH:26]1>>[NH:1]([c:2]1[c:3]([O:13][CH3:14])[n:4][c:5]2[cH:6][cH:7][c:8]([CH3:12])[cH:9][c:10]2[n:11]1)[C:16](=[O:17])[O:18][CH2:19][CH3:20]. Reactants: CC(C)(C)N(C(=O)[O-])c1cccc(Oc2ccc3nc(NC(=O)C4CC4)sc3n2)c1, COc1ccccc1, O=C(O)C(F)(F)F. The product is Nc1cccc(Oc2ccc3nc(NC(=O)C4CC4)sc3n2)c1. Reaction SMILES: [C:1]([N:5]([C:2](=[O:3])[O-:4])[c:9]1[cH:10][c:11]([O:15][c:16]2[cH:17][cH:18][c:19]3[c:20]([n:21]2)[s:22][c:23]([NH:25][C:26](=[O:27])[CH:28]2[CH2:29][CH2:30]2)[n:24]3)[cH:12][cH:13][cH:14]1)([CH3:6])([CH3:7])[CH3:8].[CH3:31][O:32][c:33]1[cH:34][cH:35][cH:36][cH:37][cH:38]1.[OH:39][C:40]([C:41]([F:42])([F:43])[F:44])=[O:45]>>[NH2:5][c:9]1[cH:10][c:11]([O:15][c:16]2[cH:17][cH:18][c:19]3[c:20]([n:21]2)[s:22][c:23]([NH:25][C:26](=[O:27])[CH:28]2[CH2:29][CH2:30]2)[n:24]3)[cH:12][cH:13][cH:14]1. Run in O1CCCC1 (tetrahydrofuran). The reactants are ClC1=CC(=C(C=C1)NC1=C(C=NC2=CC(=C(C=C12)OC)OCCCCl)C#N)F (4-(4-Chloro-2-fluoro-phenylamino)-7-(3-chloro-propoxy)-6-methoxy-quinoline-3-carbonitrile), [I-].[Na+] (sodium iodide), CNC (dimethylamine). Conditions: temperature 125 celsius. Procedure details: A mixture of 1 g (2.38 mmol) of 4-(4-Chloro-2-fluoro-phenylamino)-7-(3-chloro-propoxy)-6-methoxy-quinoline-3-carbonitrile and 0.07 g of sodium iodide in 17.85 ml of 2M dimethylamine in tetrahydrofuran was placed in a sealed tube and heated to 125° C. for 3.5 hr. The solvent was removed and the residue was mixed with warm ethyl acetate and saturated sodium bicarbonate solution. The organic layer was separated and dried over magnesium sulfate. Solvent was removed and ether was added. One standing,... The product is ClC1=CC(=C(C=C1)NC1=C(C=NC2=CC(=C(C=C12)OC)OCCCN(C)C)C#N)F (4-(4-Chloro-2-fluoro-phenylamino)-7-(3-dimethylamino-propoxy)-6-methoxy-quinoline-3-carbonitrile). As a reaction SMILES: [Cl:1][C:2]1[CH:7]=[CH:6][C:5]([NH:8][C:9]2[C:18]3[C:13](=[CH:14][C:15]([O:21][CH2:22][CH2:23][CH2:24]Cl)=[C:16]([O:19][CH3:20])[CH:17]=3)[N:12]=[CH:11][C:10]=2[C:26]#[N:27])=[C:4]([F:28])[CH:3]=1.[I-].[Na+].[CH3:31][NH:32][CH3:33]>O1CCCC1>[Cl:1][C:2]1[CH:7]=[CH:6][C:5]([NH:8][C:9]2[C:18]3[C:13](=[CH:14][C:15]([O:21][CH2:22][CH2:23][CH2:24][N:32]([CH3:33])[CH3:31])=[C:16]([O:19][CH3:20])[CH:17]=3)[N:12]=[CH:11][C:10]=2[C:26]#[N:27])=[C:4]([F:28])[CH:3]=1 |f:1.2|. Conditions: time 18 hour. Solvent: O (water). Procedure details: A mixture of 8-(1-hydroxy-2,2,2-trifluoroethyl)-1,1-dimethyl-2(1H)-naphtho[2,1-b]furanone (0.04 g), pyridine (0.5 ml) and tosyl chloride (0.04 g) was stirred at room temperature for 18 h and then heated at 50° for 6 h. The mixture was cooled to room temperature, treated with water (10 ml) and the mixture was stirred at room temperature for 5 minutes and acidified with 2N aqueous hydrochloric acid. The mixture was extracted with ethyl acetate and the extract was dried and evaporated to dryness un... Reactants: OC(C(F)(F)F)C1=CC=C2C=CC=3OC(C(C3C2=C1)(C)C)=O (8-(1-hydroxy-2,2,2-trifluoroethyl)-1,1-dimethyl-2(1H)-naphtho[2,1-b]furanone), N1=CC=CC=C1 (pyridine), S(=O)(=O)(C1=CC=C(C)C=C1)Cl (tosyl chloride), Cl (hydrochloric acid). The product is CC1(C2=C(OC1=O)C=CC1=CC=C(C=C12)C(C(F)(F)F)OS(=O)(=O)C1=CC=C(C)C=C1)C (1,1-dimethyl-8-(2,2,2-trifluoro-1-tosyloxyethyl)-2(1H)-naphtho[2,1-b]furanone). RXN SMILES: [OH:1][CH:2]([C:7]1[CH:19]=[C:18]2[C:10]([CH:11]=[CH:12][C:13]3[O:14][C:15](=[O:22])[C:16]([CH3:21])([CH3:20])[C:17]=32)=[CH:9][CH:8]=1)[C:3]([F:6])([F:5])[F:4].N1C=CC=CC=1.[S:29](Cl)([C:32]1[CH:38]=[CH:37][C:35]([CH3:36])=[CH:34][CH:33]=1)(=[O:31])=[O:30].Cl>O>[CH3:21][C:16]1([CH3:20])[C:15](=[O:22])[O:14][C:13]2[CH:12]=[CH:11][C:10]3[C:18]([C:17]1=2)=[CH:19][C:7]([CH:2]([O:1][S:29]([C:32]1[CH:38]=[CH:37][C:35]([CH3:36])=[CH:34][CH:33]=1)(=[O:31])=[O:30])[C:3]([F:4])([F:6])[F:5])=[CH:8][CH:9]=3. The reactants are NC=1C(=C(C(=NC1)N)N)N (tetraaminopyridine), NC=1C(=C(C(=NC1)N)N)N (tetraaminopyridine), OC1=C(C(=O)O)C=C(C(=C1)C(=O)O)O (2,5-dihydroxyterephthalic acid), OC1=C(C(=O)O)C=C(C(=C1)C(=O)O)O (2,5-dihydroxyterephthalic acid), NC=1C(=C(C(=NC1)N)N)N.OC1=C(C(=O)O)C=C(C(=C1)C(=O)O)O (tetraaminopyridine 2,5-dihydroxyterephthalic acid). The product is OC=1C(=C(C(=O)[O-])C=CC1C(=O)[O-])O.NC1=C(C(=[N+](C=C1)N)N)N.NC1=C(C(=[N+](C=C1)N)N)N (tetraaminopyridinium dihydroxy terephthalate). RXN SMILES: [NH2:1][C:2]1[C:3]([NH2:10])=[C:4]([NH2:9])[C:5]([NH2:8])=[N:6][CH:7]=1.O[C:12]1[CH:20]=[C:19]([C:21]([OH:23])=[O:22])[C:18]([OH:24])=[CH:17][C:13]=1[C:14]([OH:16])=[O:15].[NH2:25][C:26]1[C:27]([NH2:34])=[C:28]([NH2:33])[C:29]([NH2:32])=[N:30][CH:31]=1.[OH:35]C1C=C(C(O)=O)C(O)=CC=1C(O)=O>>[OH:35][C:17]1[C:18]([OH:24])=[C:19]([CH:20]=[CH:12][C:13]=1[C:14]([O-:16])=[O:15])[C:21]([O-:23])=[O:22].[NH2:10][C:3]1[CH:2]=[CH:7][N+:6]([NH2:25])=[C:5]([NH2:8])[C:4]=1[NH2:9].[NH2:34][C:27]1[CH:26]=[CH:31][N+:30]([NH2:1])=[C:29]([NH2:32])[C:28]=1[NH2:33] |f:2.3,4.5.6|. Procedure: With vigorous stirring and without the introduction of any air b) was added to a), producing a rich yellow precipitate. After further adiabatic stirring for 5 minutes, the slurry was cooled, with stirring, to about 10° C. and filtered, washed three times with about 250 ml of degassed water and twice with degassed ethanol, all this without the introduction of air, flushed with nitrogen for 45 minutes, and dried at 1 mbar, 50° C. for 18 hours to produce 16.56 grams (which corresponds to a yield of...